Dataset: the Open Reaction Database (ORD), a public repository of structured organic reaction records. Task: describe an organic reaction: reactants, conditions, products, and yield Starting materials: CCOC(=O)C(=O)CBr, COCCOC, Nc1ccccn1. Product: [Br-], CCOC(=O)C(=O)C[n+]1ccccc1N. RXN SMILES: [Br:1][CH2:2][C:3]([C:4](=[O:5])[O:6][CH2:7][CH3:8])=[O:9].[CH3:17][O:18][CH2:19][CH2:20][O:21][CH3:22].[NH2:10][c:11]1[n:12][cH:13][cH:14][cH:15][cH:16]1>>[Br-:1].[CH2:2]([C:3]([C:4](=[O:5])[O:6][CH2:7][CH3:8])=[O:9])[n+:12]1[c:11]([NH2:10])[cH:16][cH:15][cH:14][cH:13]1. Starting materials: Cl.ClC=1C=C(C=CC1)CNC1CC2=CC(=CC=C2C1)[N+](=O)[O-] (2-((3-chlorophenyl)methyl)amino-6-nitroindane hydrochloride), CC(=O)O.O (AcOH H2O). Reagents/catalysts: [Zn] (zinc). Reaction conditions: time 5 minute. The product is CC(C)O.Cl (IPA HCl), ClC=1C=C(C=CC1)CNC1CC2=CC(=CC=C2C1)N (2-((3-chlorophenyl)methyl)amino-6aminoindane). As a reaction SMILES: Cl.[Cl:2][C:3]1[CH:4]=[C:5]([CH2:9][NH:10][CH:11]2[CH2:19][C:18]3[C:13](=[CH:14][C:15]([N+:20]([O-])=O)=[CH:16][CH:17]=3)[CH2:12]2)[CH:6]=[CH:7][CH:8]=1.CC(O)=[O:25].O>[Zn]>[CH3:3][CH:8]([OH:25])[CH3:7].[ClH:2].[Cl:2][C:3]1[CH:4]=[C:5]([CH2:9][NH:10][CH:11]2[CH2:19][C:18]3[C:13](=[CH:14][C:15]([NH2:20])=[CH:16][CH:17]=3)[CH2:12]2)[CH:6]=[CH:7][CH:8]=1 |f:0.1,2.3,5.6|. Reported procedure: To 2-((3-chlorophenyl)methyl)amino-6-nitroindane hydrochloride (2.1 g, 6.13 mmol) in 85% AcOH/H2O (40 ml) was added zinc metal (1.6 g, 24.5 mmol). The mixture was stirred for 5 min, filtered through celite, and evaporated to an oil. The oil was dumped into basic water and extracted with chloroform (3×20 ml). The combined extracts were washed with water, dried over MgSO4, filtered and concentrated to an oil. Treatment with IPA/HCl yielded 2-((3-chlorophenyl)methyl)amino-6aminoindane: (1.5 g, 70%)... The reactants are NC1=CC2=CC3=CC=CC=C3C=C2C=C1 (2-aminoanthracene), C(C)(=O)OC(C)=O (acetic anhydride), Cl (HCl), C(C(=O)Cl)(=O)Cl (oxalyl chloride), [Cl-].[Al+3].[Cl-].[Cl-] (aluminum chloride), product, [Cl-].[Al+3].[Cl-].[Cl-] (aluminum chloride). The solvent is O1CCCC1 (tetrahydrofuran), C(=S)=S (carbon disulfide), C(=S)=S (carbon disulfide). Reaction conditions: temperature 0 celsius, time 8 hour. Product: C(C)(=O)NC1=CC2=CC3=CC=CC=C3C=C2C=C1 (2-Acetamidoanthracene), mixture. The yield is 35.0%. Reaction SMILES: [NH2:1][C:2]1[CH:15]=[CH:14][C:13]2[C:4](=[CH:5][C:6]3[C:11]([CH:12]=2)=[CH:10][CH:9]=[CH:8][CH:7]=3)[CH:3]=1.[C:16](OC(=O)C)(=[O:18])[CH3:17].C(Cl)(=O)C(Cl)=O.[Cl-].[Al+3].[Cl-].[Cl-].Cl>O1CCCC1.C(=S)=S>[C:16]([NH:1][C:2]1[CH:15]=[CH:14][C:13]2[C:4](=[CH:5][C:6]3[C:11]([CH:12]=2)=[CH:10][CH:9]=[CH:8][CH:7]=3)[CH:3]=1)(=[O:18])[CH3:17] |f:3.4.5.6|. Procedure details: 2-Acetamidoanthracene was prepared in 97% yield by stirring a solution of 1 equivalent of 2-aminoanthracene and 1.5 equivalents of acetic anhydride in dry tetrahydrofuran for 3 hours at room temperature. This product (2.9 g) was dissolved in 35 ml of carbon disulfide and 4 ml of oxalyl chloride was added. The stirred mixture was cooled to 0° C. and treated with 2.5 g of anhydrous aluminum chloride. Another 35 ml of carbon disulfide and 2.5 g of aluminum chloride were added after 2 hours. The mix... The reactants are ClC1=NC=2NC(NC(C2N1CC=C)=O)=O (8-chloro-7-(2-propen-1-yl)-3,7-dihydro-1H-purine-2,6-dione), ICCC (1-iodopropane), C([O-])([O-])=O.[Na+].[Na+] (sodium carbonate). The solvent is CN(C)C=O (DMF). Reaction conditions: temperature 50 celsius. The product is ClC1=NC=2N(C(NC(C2N1CC=C)=O)=O)CCC (8-Chloro-7-(2-propen-1-yl)-3-propyl-3,7-dihydro-1H-purine-2,6-dione). Yield: 46.2%. As a reaction SMILES: [Cl:1][C:2]1[N:10]([CH2:11][CH:12]=[CH2:13])[C:9]2[C:8](=[O:14])[NH:7][C:6](=[O:15])[NH:5][C:4]=2[N:3]=1.I[CH2:17][CH2:18][CH3:19].C(=O)([O-])[O-].[Na+].[Na+]>CN(C=O)C>[Cl:1][C:2]1[N:10]([CH2:11][CH:12]=[CH2:13])[C:9]2[C:8](=[O:14])[NH:7][C:6](=[O:15])[N:5]([CH2:17][CH2:18][CH3:19])[C:4]=2[N:3]=1 |f:2.3.4|. Procedure: A mixture of 8-chloro-7-(2-propen-1-yl)-3,7-dihydro-1H-purine-2,6-dione (1.5 g, 6.6 mmol), 1-iodopropane (1.2 g, 6.9 mmol) and sodium carbonate (0.9 g, 8.5 mmol) in DMF (40 ml) was heated at 50° C. for 18 h. The reaction mixture was concentrated in vacuo and the residue treated with water (60 ml) and extracted with EtOAc (3×80 ml). The combined organic extracts were dried (MgSO4) filtered and evaporated. The residue was triturated with ether/cyclohexane, the solid was filtered off and dried to a... Starting materials: C(=O)(OCC1C2=CC=CC=C2C2=CC=CC=C12)N=C=S (FMOC-isothiocyanate), solution, N1CCCCC1 (piperidine), CCN(C(C)C)C(C)C (iPr2NEt), Cl.N[C@@H](C(C)C)C(=O)N1[C@H](C(=O)OC)C[C@H](C1)OC1=NC=CC2=CC=C(C=C12)C=C (Methyl L-valyl-(4R)-4-[(7-vinylisoquinolin-1-yl)oxy]-L-prolinate hydrochloride). Run in C(Cl)Cl (DCM), CO (MeOH), C(Cl)Cl (DCM). Run at time 30 minute. Product: NC(=S)N[C@@H](C(C)C)C(=O)N1[C@H](C(=O)OC)C[C@H](C1)OC1=NC=CC2=CC=C(C=C12)C=C (Methyl N-(aminocarbonothioyl)-L-valyl-(4R)-4-[(7-vinylisoquinolin-1-yl)oxy]-L-prolinate). Reaction SMILES: CCN(C(C)C)C(C)C.Cl.[NH2:11][C@H:12]([C:16]([N:18]1[CH2:26][C@H:25]([O:27][C:28]2[C:37]3[C:32](=[CH:33][CH:34]=[C:35]([CH:38]=[CH2:39])[CH:36]=3)[CH:31]=[CH:30][N:29]=2)[CH2:24][C@H:19]1[C:20]([O:22][CH3:23])=[O:21])=[O:17])[CH:13]([CH3:15])[CH3:14].C([N:57]=[C:58]=[S:59])(OCC1C2C(=CC=CC=2)C2C1=CC=CC=2)=O.N1CCCCC1>C(Cl)Cl.CO>[NH2:57][C:58]([NH:11][C@H:12]([C:16]([N:18]1[CH2:26][C@H:25]([O:27][C:28]2[C:37]3[C:32](=[CH:33][CH:34]=[C:35]([CH:38]=[CH2:39])[CH:36]=3)[CH:31]=[CH:30][N:29]=2)[CH2:24][C@H:19]1[C:20]([O:22][CH3:23])=[O:21])=[O:17])[CH:13]([CH3:15])[CH3:14])=[S:59] |f:1.2|. Procedure details: iPr2NEt (2 eq) was added to a suspension of hydrochloride from Step 2 in DCM at 0° C., and the resulting clear solution was immediately added to a solution of FMOC-isothiocyanate (1.1 eq) in DCM at 0° C. The resulting mixture was stirred at RT for 30 min and then treated with a 20% solution of piperidine in MeOH. After 3 h, the volatiles were removed under reduced pressure and the residue was purified by SiO2 gel chromatography (gradient elution, hexane/EtOAc=8/2 to DCM/MeOH=95/5) to give the ti... The reactants are CC(=O)O[BH-](OC(C)=O)OC(C)=O, CC(=O)O, CCc1nc2c(cnn2CC)c(NC2CCOCC2)c1CNC(=O)c1cccc(C(=O)NCc2cccc(-c3cccc(C=O)c3)c2C)c1, CN1CCNCC1, ClCCCl, [Na+]. The product is CCc1nc2c(cnn2CC)c(NC2CCOCC2)c1CNC(=O)c1cccc(C(=O)NCc2cccc(-c3cccc(CN4CCN(C)CC4)c3)c2C)c1. Reaction SMILES: [C:57]([O:58][BH-:59]([O:60][C:61](=[O:62])[CH3:63])[O:64][C:65](=[O:66])[CH3:67])(=[O:68])[CH3:69].[C:71]([OH:72])(=[O:73])[CH3:74].[CH2:1]([CH3:2])[n:3]1[n:4][cH:5][c:6]2[c:7]1[n:8][c:9]([CH2:48][CH3:49])[c:10]([CH2:19][NH:20][C:21](=[O:22])[c:23]1[cH:24][c:25]([C:29](=[O:30])[NH:31][CH2:32][c:33]3[c:34]([CH3:47])[c:35](-[c:39]4[cH:40][c:41]([CH:45]=[O:46])[cH:42][cH:43][cH:44]4)[cH:36][cH:37][cH:38]3)[cH:26][cH:27][cH:28]1)[c:11]2[NH:12][CH:13]1[CH2:14][CH2:15][O:16][CH2:17][CH2:18]1.[CH3:50][N:51]1[CH2:52][CH2:53][NH:54][CH2:55][CH2:56]1.[Cl:75][CH2:76][CH2:77][Cl:78].[Na+:70]>>[CH2:1]([CH3:2])[n:3]1[n:4][cH:5][c:6]2[c:7]1[n:8][c:9]([CH2:48][CH3:49])[c:10]([CH2:19][NH:20][C:21](=[O:22])[c:23]1[cH:24][c:25]([C:29](=[O:30])[NH:31][CH2:32][c:33]3[c:34]([CH3:47])[c:35](-[c:39]4[cH:40][c:41]([CH2:45][N:54]5[CH2:53][CH2:52][N:51]([CH3:50])[CH2:56][CH2:55]5)[cH:42][cH:43][cH:44]4)[cH:36][cH:37][cH:38]3)[cH:26][cH:27][cH:28]1)[c:11]2[NH:12][CH:13]1[CH2:14][CH2:15][O:16][CH2:17][CH2:18]1. The reactants are ClC=1N=NC(=CC1)Cl (3,6-dichloropyridazine), C(C=C)C1=C(C=CC=C1)O (2-allylphenol), C([O-])([O-])=O.[K+].[K+] (potassium carbonate), CN1C(CCC1)=O (N-methylpyrrolidone), C1(=CC=CC=C1)C (toluene). Run in O (water). Conditions: temperature 140 celsius. Product: C(=CC)C1=C(OC=2N=NC(=CC2)OC2=C(C=CC=C2)C=CC)C=CC=C1 (3,6-bis-(2-propenylphenoxy)-pyridazine). RXN SMILES: Cl[C:2]1[N:3]=[N:4][C:5](Cl)=[CH:6][CH:7]=1.[CH2:9]([C:12]1[CH:17]=[CH:16][CH:15]=[CH:14][C:13]=1[OH:18])[CH:10]=[CH2:11].[C:19](=[O:22])([O-])[O-].[K+].[K+].[CH3:25]N1CCCC1=O.[C:32]1([CH3:38])[CH:37]=[CH:36][CH:35]=[CH:34][CH:33]=1>O>[CH:9]([C:12]1[CH:17]=[CH:16][CH:15]=[CH:14][C:13]=1[O:18][C:2]1[N:3]=[N:4][C:5]([O:22][C:19]2[CH:25]=[CH:33][CH:34]=[CH:35][C:36]=2[CH:37]=[CH:32][CH3:38])=[CH:6][CH:7]=1)=[CH:10][CH3:11] |f:2.3.4|. Procedure details: A mixture of 149 g of 3,6-dichloropyridazine, 268.4 g of 2-allylphenol, 152 g of potassium carbonate, 400 ml of N-methylpyrrolidone and 900 ml of toluene was heated at 140° C. for 30 hours, the resulting water of reaction being distilled off azeotropically. Working up similarly to Example la) gave 317 g (92%) of a partially crystalline product, which consisted of an isomer mixture of allyl-containing and propenyl-containing products. After the addition of methanol and filtration, 140 g of pure 3... Starting materials: COC(=O)c1c(F)cccc1[N+](=O)[O-], [Fe]. Product: COC(=O)c1c(N)cccc1F. Reaction SMILES: [F:1][c:2]1[c:3]([C:4](=[O:5])[O:6][CH3:7])[c:8]([N+:12]([O-:13])=[O:14])[cH:9][cH:10][cH:11]1.[Fe:15]>>[F:1][c:2]1[c:3]([C:4](=[O:5])[O:6][CH3:7])[c:8]([NH2:12])[cH:9][cH:10][cH:11]1.